Dataset: the Open Reaction Database (ORD), a public repository of structured organic reaction records. Task: describe an organic reaction: reactants, conditions, products, and yield The reactants are BrC=1C(=C(C(=NC1)N)[N+](=O)[O-])Cl (5-bromo-4-chloro-3-nitro-pyridin-2-ylamine), C(C)(C)N(CC)C(C)C (diisopropylethylamine), C1(=CC=CC=C1)NC(CN1CCNCC1)=O (N-phenyl-2-piperazin-1-yl-acetamide), 2HCl salt. The solvent is C(C)(C)O (isopropanol). Run at temperature 45 celsius. Yields the product NC1=NC=C(C(=C1[N+](=O)[O-])N1CCN(CC1)CC(=O)NC1=CC=CC=C1)Br (2-(4-(2-Amino-5-bromo-3-nitropyridin-4-yl)piperazin-1-yl)-N-phenylacetamide), solid. Yield: 62.0%. As a reaction SMILES: [Br:1][C:2]1[C:3](Cl)=[C:4]([N+:9]([O-:11])=[O:10])[C:5]([NH2:8])=[N:6][CH:7]=1.[C:13]1([NH:19][C:20](=[O:28])[CH2:21][N:22]2[CH2:27][CH2:26][NH:25][CH2:24][CH2:23]2)[CH:18]=[CH:17][CH:16]=[CH:15][CH:14]=1.C(N(C(C)C)CC)(C)C>C(O)(C)C>[NH2:8][C:5]1[C:4]([N+:9]([O-:11])=[O:10])=[C:3]([N:25]2[CH2:26][CH2:27][N:22]([CH2:21][C:20]([NH:19][C:13]3[CH:18]=[CH:17][CH:16]=[CH:15][CH:14]=3)=[O:28])[CH2:23][CH2:24]2)[C:2]([Br:1])=[CH:7][N:6]=1. Reported procedure: To a mixture of 5-bromo-4-chloro-3-nitro-pyridin-2-ylamine (0.126 g, 0.50 mmol) and isopropanol (10 ml) was added N-phenyl-2-piperazin-1-yl-acetamide×2HCl salt (0.160 g, 0.55 mmol) followed by diisopropylethylamine (0.32 ml, 1.76 mmol). The reaction mixture was heated at 45° C. for 18 h, then allowed to cool to room temperature and the solvents were removed in vacuo. The residue was absorbed on silica gel and the free running powder was placed on a 10 g isolute silica column which was eluted wit... The reactants are resultant mixture, BrCCCCBr (1,4-dibromobutane), C([O-])([O-])=O.[K+].[K+] (potassium carbonate), CC1=COC2=C(C(N1)=O)C=C(C=C2)C (4,5-dihydro-3,7-dimethyl-1,4-benzoxazepin-5-one). Solvent: CC(=O)C (acetone). Yields the product BrCCCCN1C(=COC2=C(C1=O)C=C(C=C2)C)C (4-(4-bromobutyl)-4,5-dihydro-3,7-dimethyl-1,4-benzoxazepin-5-one). As a reaction SMILES: [CH3:1][C:2]1[NH:8][C:7](=[O:9])[C:6]2[CH:10]=[C:11]([CH3:14])[CH:12]=[CH:13][C:5]=2[O:4][CH:3]=1.[Br:15][CH2:16][CH2:17][CH2:18][CH2:19]Br.C(=O)([O-])[O-].[K+].[K+]>CC(C)=O>[Br:15][CH2:16][CH2:17][CH2:18][CH2:19][N:8]1[C:7](=[O:9])[C:6]2[CH:10]=[C:11]([CH3:14])[CH:12]=[CH:13][C:5]=2[O:4][CH:3]=[C:2]1[CH3:1] |f:2.3.4|. Procedure: 950 mg of 4,5-dihydro-3,7-dimethyl-1,4-benzoxazepin-5-one was dissolved in 30 ml of acetone, 4.3 g (4 equivalents) of 1,4-dibromobutane and 2.1 g (3 equivalents) of potassium carbonate were added, then the resultant mixture was heated and refluxed for 10 hours. The reactants are Nc1ncnn2c(C3CCNCC3)cc(-c3cc(F)cc(OCc4ccccc4)c3)c12, CCN=C=NCCCN(C)C, CN(C)CC(=O)O, CCN(C(C)C)C(C)C, ClCCl, Cl, On1nnc2ccccc21. Product: CN(C)CC(=O)N1CCC(c2cc(-c3cc(F)cc(OCc4ccccc4)c3)c3c(N)ncnn23)CC1. Reaction SMILES: [CH2:39]([c:40]1[cH:41][cH:42][cH:43][cH:44][cH:45]1)[O:46][c:47]1[cH:48][c:49](-[c:54]2[cH:55][c:56]([CH:64]3[CH2:65][CH2:66][NH:67][CH2:68][CH2:69]3)[n:57]3[n:58][cH:59][n:60][c:61]([NH2:63])[c:62]23)[cH:50][c:51]([F:53])[cH:52]1.[CH3:18][N:19]([CH3:20])[CH2:21][CH2:22][CH2:23][N:24]=[C:25]=[N:26][CH2:27][CH3:28].[CH3:1][N:2]([CH3:3])[CH2:4][C:5]([OH:6])=[O:7].[CH:8]([N:9]([CH2:10][CH3:11])[CH:12]([CH3:13])[CH3:14])([CH3:15])[CH3:16].[Cl:70][CH2:71][Cl:72].[ClH:17].[OH:29][n:30]1[c:31]2[cH:32][cH:33][cH:34][cH:35][c:36]2[n:37][n:38]1>>[CH3:1][N:2]([CH3:3])[CH2:4][C:5](=[O:7])[N:67]1[CH2:66][CH2:65][CH:64]([c:56]2[cH:55][c:54](-[c:49]3[cH:48][c:47]([O:46][CH2:39][c:40]4[cH:41][cH:42][cH:43][cH:44][cH:45]4)[cH:52][c:51]([F:53])[cH:50]3)[c:62]3[n:57]2[n:58][cH:59][n:60][c:61]3[NH2:63])[CH2:69][CH2:68]1. RXN SMILES: [C:1]([c:2]1[cH:3][cH:4][cH:5][cH:6][cH:7]1)(=[O:8])[c:9]1[n:10][c:11]2[c:12]([n:25]1[CH2:26][c:27]1[cH:28][cH:29][cH:30][cH:31][cH:32]1)[CH2:13][CH:14]1[N:15]([CH2:16]2)[C:17](=[O:24])[N:18]([CH:21]([CH3:22])[CH3:23])[C:19]1=[O:20].[CH3:36][OH:37].[ClH:35].[Na+:34].[OH-:33]>>[C:1]([c:2]1[cH:3][cH:4][cH:5][cH:6][cH:7]1)(=[O:8])[c:9]1[n:10][c:11]2[c:12]([n:25]1[CH2:26][c:27]1[cH:28][cH:29][cH:30][cH:31][cH:32]1)[CH2:13][CH:14]([C:19]([OH:20])=[O:33])[N:15]([C:17]([NH:18][CH:21]([CH3:22])[CH3:23])=[O:24])[CH2:16]2. Product: CC(C)NC(=O)N1Cc2nc(C(=O)c3ccccc3)n(Cc3ccccc3)c2CC1C(=O)O. Reactants: CC(C)N1C(=O)C2Cc3c(nc(C(=O)c4ccccc4)n3Cc3ccccc3)CN2C1=O, CO, Cl, [Na+], [OH-].